This data is from the Open Reaction Database (ORD), a public repository of structured organic reaction records. The task is: describe an organic reaction: reactants, conditions, products, and yield Starting materials: COC1=CC=C(C=C1)C1=NC2=CC=C(C=C2N=C1C1=CC=C(C=C1)OC)S(=O)(=O)O (2,3-bis(4-methoxyphenyl)quinoxaline-6-sulfonic acid), CN(C=O)C (N,N-dimethylformamide). Solvent: S(=O)(Cl)Cl (thionyl chloride). Reaction conditions: time 2.8 minute. Yields the product COC1=CC=C(C=C1)C1=NC2=CC=C(C=C2N=C1C1=CC=C(C=C1)OC)S(=O)(=O)N (2,3-Bis(4-methoxyphenyl)quinoxaline-6-sulfonamide). Reaction SMILES: [CH3:1][O:2][C:3]1[CH:8]=[CH:7][C:6]([C:9]2[C:18]([C:19]3[CH:24]=[CH:23][C:22]([O:25][CH3:26])=[CH:21][CH:20]=3)=[N:17][C:16]3[C:11](=[CH:12][CH:13]=[C:14]([S:27]([OH:30])(=O)=[O:28])[CH:15]=3)[N:10]=2)=[CH:5][CH:4]=1.C[N:32](C)C=O>S(Cl)(Cl)=O>[CH3:1][O:2][C:3]1[CH:8]=[CH:7][C:6]([C:9]2[C:18]([C:19]3[CH:24]=[CH:23][C:22]([O:25][CH3:26])=[CH:21][CH:20]=3)=[N:17][C:16]3[C:11](=[CH:12][CH:13]=[C:14]([S:27]([NH2:32])(=[O:30])=[O:28])[CH:15]=3)[N:10]=2)=[CH:5][CH:4]=1. Reported procedure: To a solution of 2,3-bis(4-methoxyphenyl)quinoxaline-6-sulfonic acid (137.2 mg, 0.33 mmol, 1.00 equiv) in thionyl chloride (12 mL) was added N,N-dimethylformamide (2 mL) dropwise with stifling. The mixture was stirred at reflux for 3 hr in an oil bath. The resulting mixture was concentrated in vacuo. The residue was dissolved in acetonitrile (10 mL) and added to a solution of ammonia (2 g) in acetonitrile (10 mL) dropwise at 0° C. The resulting mixture was stirred overnight at room temperature, ... Starting materials: CN1C(C2=CC=CC=C2C(=C1)B1OC(C(O1)(C)C)(C)C)=O (2-methyl-4-(4,4,5,5-tetramethyl-1,3,2-dioxaborolan-2-yl)isoquinolin-1-one), BrC1=C(C=CC(=C1)S(=O)(=O)C)OCC1CC1 (2-bromo-1-(cyclopropylmethoxy)-4-methylsulfonylbenzene), [O-]P(=O)([O-])[O-].[K+].[K+].[K+] (K3PO4). Reagents/catalysts: C1=CC=C(C=C1)P([C-]2C=CC=C2)C3=CC=CC=C3.C1=CC=C(C=C1)P([C-]2C=CC=C2)C3=CC=CC=C3.Cl[Pd]Cl.[Fe+2] (Pd(dppf)Cl2). Run in O1CCOCC1.O (dioxane water). Product: C1(CC1)COC1=C(C=C(C=C1)S(=O)(=O)C)C1=CN(C(C2=CC=CC=C12)=O)C (4-[2-(cyclopropylmethoxy)-5-methylsulfonylphenyl]-2-methylisoquinolin-1-one). Isolated yield 59.6%. Reaction SMILES: [CH3:1][N:2]1[CH:11]=[C:10](B2OC(C)(C)C(C)(C)O2)[C:9]2[C:4](=[CH:5][CH:6]=[CH:7][CH:8]=2)[C:3]1=[O:21].Br[C:23]1[CH:28]=[C:27]([S:29]([CH3:32])(=[O:31])=[O:30])[CH:26]=[CH:25][C:24]=1[O:33][CH2:34][CH:35]1[CH2:37][CH2:36]1.[O-]P([O-])([O-])=O.[K+].[K+].[K+]>C1C=CC(P(C2C=CC=CC=2)[C-]2C=CC=C2)=CC=1.C1C=CC(P(C2C=CC=CC=2)[C-]2C=CC=C2)=CC=1.Cl[Pd]Cl.[Fe+2].O1CCOCC1.O>[CH:35]1([CH2:34][O:33][C:24]2[CH:23]=[CH:28][C:27]([S:29]([CH3:32])(=[O:31])=[O:30])=[CH:26][C:25]=2[C:10]2[C:9]3[C:4](=[CH:5][CH:6]=[CH:7][CH:8]=3)[C:3](=[O:21])[N:2]([CH3:1])[CH:11]=2)[CH2:36][CH2:37]1 |f:2.3.4.5,6.7.8.9,10.11|. Procedure details: The title compound from Step 1 (5.0 g, 17.5 mmol), 2-bromo-1-(cyclopropylmethoxy)-4-methylsulfonylbenzene (6.4 g, 21 mmol), K3PO4 (9.3 g, 43.9 mmol) and Pd(dppf)Cl2 (1.4 g, 1.75 mmol) in a dioxane/water (100 mL/10 mL) mixture were stirred at 60° C. for 12 hrs. The reaction mixture was concentrated under reduced pressure and the residue was purified by column chromatography on silica gel (EA: DCM=1:4). Appropriate fractions were combined and concentrated under reduce pressure. The resultant solid... Starting materials: N1=CC(=CC=C1)C1SCC(N1)C(=O)O (2-(3-pyridyl)thiazolidine-4-carboxylic acid), N1=C(N=CC=C1)N1CCNCC1 (1-(2-pyrimidinyl)piperazine), ON1N=NC2=C1C=CC=C2 (1-hydroxybenzotriazole), C1(CCCCC1)N=C=NC1CCCCC1 (dicyclohexylcarbodiimide). Run in CN(C=O)C (N,N-dimethylformamide), C(C)N(CC)CC (triethylamine). Run at time 8 hour. Product: N1=CC(=CC=C1)C1SCC(N1)C(=O)N1CCN(CC1)C1=NC=CC=N1 (1-[2-(3-pyridyl)thiazolidine-4-ylcarbonyl]-4-(2-pyrimidinyl)piperazine). RXN SMILES: [N:1]1[CH:6]=[CH:5][CH:4]=[C:3]([CH:7]2[NH:11][CH:10]([C:12]([OH:14])=O)[CH2:9][S:8]2)[CH:2]=1.[N:15]1[CH:20]=[CH:19][CH:18]=[N:17][C:16]=1[N:21]1[CH2:26][CH2:25][NH:24][CH2:23][CH2:22]1.ON1C2C=CC=CC=2N=N1.C1(N=C=NC2CCCCC2)CCCCC1>CN(C)C=O.C(N(CC)CC)C>[N:1]1[CH:6]=[CH:5][CH:4]=[C:3]([CH:7]2[NH:11][CH:10]([C:12]([N:24]3[CH2:25][CH2:26][N:21]([C:16]4[N:15]=[CH:20][CH:19]=[CH:18][N:17]=4)[CH2:22][CH2:23]3)=[O:14])[CH2:9][S:8]2)[CH:2]=1. Procedure: To a solution of 2-(3-pyridyl)thiazolidine-4-carboxylic acid 2.1 g, 1-(2-pyrimidinyl)piperazine.2 hydrochyloride 2.2 g, triethylamine 1.8 g, 1-hydroxybenzotriazole 1.5 g and N,N-dimethylformamide 30 ml was added dicyclohexylcarbodiimide 2.0 g under cooling and the mixture was stirred overnight at room temperature. The resultant dicyclohexylurea was distilled off, ethyl acetate 100 ml and water 50 ml were added to the filtrate and the solution was basified by addition of potassium carbonate. The ... Reactants: C (charcoal), [H][H] (hydrogen), C(#N)C1=CC=C(C=C1)C(CCC(=O)N1CCC(CC1)N1C(NC2=CC=CC=C2C1)=O)=O (3-{1-[4-(4-cyanophenyl)-1,4-dioxobutyl]-4-piperidinyl}-3,4-dihydro-2(1H)-quinazolinone), [K+].[Br-] (KBr), Cl (hydrochloric acid). The reagents and catalysts are [Pd] (palladium). Solvent: CO (methanol). The product is NCC1=CC=C(C=C1)CCCC(=O)N1CCC(CC1)N1C(NC2=CC=CC=C2C1)=O (3-{1-[4-(4-aminomethylphenyl)-1-oxobutyl]-4-piperidinyl}-3,4-dihydro-2(1H)-quinazolinone). RXN SMILES: [C:1]([C:3]1[CH:8]=[CH:7][C:6]([C:9](=O)[CH2:10][CH2:11][C:12]([N:14]2[CH2:19][CH2:18][CH:17]([N:20]3[CH2:29][C:28]4[C:23](=[CH:24][CH:25]=[CH:26][CH:27]=4)[NH:22][C:21]3=[O:30])[CH2:16][CH2:15]2)=[O:13])=[CH:5][CH:4]=1)#[N:2].Cl.C.[H][H].[K+].[Br-]>CO.[Pd]>[NH2:2][CH2:1][C:3]1[CH:4]=[CH:5][C:6]([CH2:9][CH2:10][CH2:11][C:12]([N:14]2[CH2:19][CH2:18][CH:17]([N:20]3[CH2:29][C:28]4[C:23](=[CH:24][CH:25]=[CH:26][CH:27]=4)[NH:22][C:21]3=[O:30])[CH2:16][CH2:15]2)=[O:13])=[CH:7][CH:8]=1 |f:4.5|. Reported procedure: A solution of 0.48 g (1.153 mmol) of 3-{1-[4-(4-cyanophenyl)-1,4-dioxobutyl]-4-piperidinyl}-3,4-dihydro-2(1H)-quinazolinone (Item no. 73) and 1.15 ml of 1N hydrochloric acid in 100 ml of methanol was hydrogenated at ambient temperature under 3 bar of pressure in the presence of 0.25 g of 10% palladium on active charcoal until the uptake of hydrogen had ended. The mixture was freed from catalyst and solvent and yielded 0.27 g (58% of theoretical) of a colourless substance, Rf 0.30 (El A). IR (KBr... The reactants are CCCC[N+](CCCC)(CCCC)CCCC, C1CCOC1, CC1(C)OC(CCCCC2=CC=COC2)C(CO[Si](c2ccccc2)(c2ccccc2)C(C)(C)C)O1, [F-]. The product is CC1(C)OC(CO)C(CCCCC2=CC=COC2)O1. RXN SMILES: [CH2:38]([N+:39]([CH2:40][CH2:41][CH2:42][CH3:43])([CH2:44][CH2:45][CH2:46][CH3:47])[CH2:48][CH2:49][CH2:50][CH3:51])[CH2:52][CH2:53][CH3:54].[CH2:55]1[O:56][CH2:57][CH2:58][CH2:59]1.[CH3:1][C:2]1([CH3:36])[O:3][CH:4]([CH2:17][O:18][Si:19]([c:20]2[cH:21][cH:22][cH:23][cH:24][cH:25]2)([c:26]2[cH:27][cH:28][cH:29][cH:30][cH:31]2)[C:32]([CH3:33])([CH3:34])[CH3:35])[CH:5]([CH2:7][CH2:8][CH2:9][CH2:10][C:11]2=[CH:16][CH:15]=[CH:14][O:13][CH2:12]2)[O:6]1.[F-:37]>>[CH3:1][C:2]1([CH3:36])[O:3][CH:4]([CH2:17][OH:18])[CH:5]([CH2:7][CH2:8][CH2:9][CH2:10][C:11]2=[CH:16][CH:15]=[CH:14][O:13][CH2:12]2)[O:6]1. The reactants are CCc1cc(C(=O)O)cc(C)c1OCc1ccccc1, ClCCCl, CCOC(CN)(OCC)c1cc(C)nc(CC(C)C)c1, CCN(C(C)C)C(C)C, Cl, Cl, Cl, CN(C)C=O, On1nnc2ccccc21. The product is CCOC(CNC(=O)c1cc(C)c(OCc2ccccc2)c(CC)c1)(OCC)c1cc(C)nc(CC(C)C)c1. As a reaction SMILES: [CH2:1]([c:2]1[cH:3][cH:4][cH:5][cH:6][cH:7]1)[O:8][c:9]1[c:10]([CH2:19][CH3:20])[cH:11][c:12]([C:13](=[O:14])[OH:15])[cH:16][c:17]1[CH3:18].[CH2:21]([Cl:22])[CH2:23][Cl:24].[CH2:47]([CH3:48])[O:49][C:50]([CH2:51][NH2:52])([c:53]1[cH:54][c:55]([CH2:60][CH:61]([CH3:62])[CH3:63])[n:56][c:57]([CH3:59])[cH:58]1)[O:64][CH2:65][CH3:66].[CH:36]([N:37]([CH2:38][CH3:39])[CH:40]([CH3:41])[CH3:42])([CH3:43])[CH3:44].[ClH:25].[ClH:45].[ClH:46].[O:67]=[CH:68][N:69]([CH3:70])[CH3:71].[OH:26][n:27]1[c:28]2[c:29]([cH:30][cH:31][cH:32][cH:33]2)[n:34][n:35]1>>[CH2:1]([c:2]1[cH:3][cH:4][cH:5][cH:6][cH:7]1)[O:8][c:9]1[c:10]([CH2:19][CH3:20])[cH:11][c:12]([C:13](=[O:15])[NH:52][CH2:51][C:50]([O:49][CH2:47][CH3:48])([c:53]2[cH:54][c:55]([CH2:60][CH:61]([CH3:62])[CH3:63])[n:56][c:57]([CH3:59])[cH:58]2)[O:64][CH2:65][CH3:66])[cH:16][c:17]1[CH3:18]. Reactants: Cl (hydrochloric acid), [OH-].[Na+] (sodium hydroxide), C(C=C)N1C[C@@H](N(C[C@H]1C)[C@@H](C1=CC(=CC=C1)O)C1=CC=C(C=C1)C=1SC=C(N1)C(=O)OCC)C (Ethyl 2-{4-[(R)-1-[(2S,5R)-4-allyl-2,5-dimethylhexahydropyrazin-1-yl]-1-(3-hydroxyphenyl)methyl]phenyl}-1,3-thiazole-4-carboxylate), CO (methanol). Run in O1CCOCC1 (dioxan). The product is C(C=C)N1C[C@@H](N(C[C@H]1C)[C@@H](C1=CC(=CC=C1)O)C1=CC=C(C=C1)C=1SC=C(N1)C(=O)O)C ((+)-2-{4-[(R)-1-[(2S,5R)-4-allyl-2,5-dimethylhexahydropyrazin-1-yl]-1-(3-hydroxyphenyl)methyl]phenyl}-1,3-thiazole-4-carboxylic acid). RXN SMILES: [OH-].[Na+].[CH2:3]([N:6]1[C@H:11]([CH3:12])[CH2:10][N:9]([C@H:13]([C:21]2[CH:26]=[CH:25][C:24]([C:27]3[S:28][CH:29]=[C:30]([C:32]([O:34]CC)=[O:33])[N:31]=3)=[CH:23][CH:22]=2)[C:14]2[CH:19]=[CH:18][CH:17]=[C:16]([OH:20])[CH:15]=2)[C@@H:8]([CH3:37])[CH2:7]1)[CH:4]=[CH2:5].CO.Cl>O1CCOCC1>[CH2:3]([N:6]1[C@H:11]([CH3:12])[CH2:10][N:9]([C@H:13]([C:21]2[CH:26]=[CH:25][C:24]([C:27]3[S:28][CH:29]=[C:30]([C:32]([OH:34])=[O:33])[N:31]=3)=[CH:23][CH:22]=2)[C:14]2[CH:19]=[CH:18][CH:17]=[C:16]([OH:20])[CH:15]=2)[C@@H:8]([CH3:37])[CH2:7]1)[CH:4]=[CH2:5] |f:0.1|. Reported procedure: Aqueous sodium hydroxide solution (3 ml, 2N) was added to a solution of the compound from Example 37 (580 mg), in dioxan (6 ml) and methanol (3 ml) and the reaction stirred at room temperature for 3 hours. The reaction mixture was acidified to pH 5 using 2N hydrochloric acid then evaporated to dryness in vacuo. The residue was purified by column chromatography over silica gel using gradient elution (85/15/2.5-80/20/3 dichloromethane/methanol/ammonium hydroxide). This material was further purifie... Yields the product ClC1=CC2=C(C=3C(CN=C2C2=C(C=CC=C2)Cl)=C(NC3)C(=O)O)C=C1 (8-Chloro-6-(2-chlorophenyl)-2H,4H-pyrrolo[3,4-d][2]benzazepine-3 -carboxylic acid). Procedure details: A solution of 1.5 g (9.5 mmol) of potassium permanganate in 150 ml of 50% aqueous acetone was added dropwise to a solution of 1.6 g (4.5 mmol) of 8-chloro-6-(2-chlorophenyl)-2H,4H-pyrrolo[3,4-d][2]benzazepine-3-carboxaldehyde in 100 ml of acetone. After 2.5 hr the mixture was diluted with a saturated aqueous solution of sodium bisulfite, neutralized with the addition of acetic acid and extracted with methylene chloride. The methylene chloride solution was dried over anhydrous sodium sulfate and ... RXN SMILES: [Mn]([O-])(=O)(=O)=O.[K+].[Cl:7][C:8]1[CH:30]=[CH:29][C:11]2[C:12]3[C:13](=[C:24]([CH:27]=[O:28])[NH:25][CH:26]=3)[CH2:14][N:15]=[C:16]([C:17]3[CH:22]=[CH:21][CH:20]=[CH:19][C:18]=3[Cl:23])[C:10]=2[CH:9]=1.C(O)(=[O:33])C>CC(C)=O.S(=O)(O)[O-].[Na+]>[Cl:7][C:8]1[CH:30]=[CH:29][C:11]2[C:12]3[C:13](=[C:24]([C:27]([OH:33])=[O:28])[NH:25][CH:26]=3)[CH2:14][N:15]=[C:16]([C:17]3[CH:22]=[CH:21][CH:20]=[CH:19][C:18]=3[Cl:23])[C:10]=2[CH:9]=1 |f:0.1,5.6|. Reactants: C(C)(=O)O (acetic acid), [Mn](=O)(=O)(=O)[O-].[K+] (potassium permanganate), ClC1=CC2=C(C=3C(CN=C2C2=C(C=CC=C2)Cl)=C(NC3)C=O)C=C1 (8-chloro-6-(2-chlorophenyl)-2H,4H-pyrrolo[3,4-d][2]benzazepine-3-carboxaldehyde). Run in S([O-])(O)=O.[Na+] (sodium bisulfite), CC(=O)C (acetone), CC(=O)C (acetone). Reactants: C(C)(C)(C)OC(=O)N[C@H](C(C(=O)OC)(OC)OC)CCC ((S)-methyl 3-((tert-butoxycarbonyl)amino)-2,2-dimethoxyhexanoate), Example 16, [OH-].[K+] (KOH). The solvent is CO (methanol). Run at time 20 hour. Yields the product C(C)(C)(C)OC(=O)N[C@H](C(C(=O)O)(OC)OC)CCC ((S)-3-((tert-butoxycarbonyl)amino)-2,2-dimethoxyhexanoic acid). RXN SMILES: [C:1]([O:5][C:6]([NH:8][C@@H:9]([CH2:19][CH2:20][CH3:21])[C:10]([O:17][CH3:18])([O:15][CH3:16])[C:11]([O:13]C)=[O:12])=[O:7])([CH3:4])([CH3:3])[CH3:2].[OH-].[K+]>CO>[C:1]([O:5][C:6]([NH:8][C@@H:9]([CH2:19][CH2:20][CH3:21])[C:10]([O:15][CH3:16])([O:17][CH3:18])[C:11]([OH:13])=[O:12])=[O:7])([CH3:4])([CH3:3])[CH3:2] |f:1.2|. Reported procedure: To ((S)-methyl 3-((tert-butoxycarbonyl)amino)-2,2-dimethoxyhexanoate) of Example 16 (0.8 mmol) in methanol (8 mL) was added an aqueous KOH solution (0.13 mL, 2.4 mmol, 50 w/w %) and the reaction was stirred for 20 h. pH was adjusted to pH=3 with 1N HCl and extraction with CH2Cl2 provided 260 mg of the crude acid. Reactants: intermediate, OCC1=CC(=CC(=C1O)C)C (6-(hydroxymethyl)-2,4-dimethylphenol), C(C)(C)(C)C1=C(C=CC(=C1)C)O (2-t-butyl-4-methylphenol), [OH-].[Na+] (sodium hydroxide), Cl (hydrochloric acid). Solvent: O (water), O (water). Run at temperature 100 celsius. Yields the product OC1=C(C=C(C=C1C(C)(C)C)C)CC1=C(C(=CC(=C1)C)C)O ((2-hydroxy-3-t-butyl-5-methylphenyl)-(2-hydroxy-3,5-dimethylphenyl)methane). Yield: 51.9%. RXN SMILES: O[CH2:2][C:3]1[C:8]([OH:9])=[C:7]([CH3:10])[CH:6]=[C:5]([CH3:11])[CH:4]=1.[C:12]([C:16]1[CH:21]=[C:20]([CH3:22])[CH:19]=[CH:18][C:17]=1[OH:23])([CH3:15])([CH3:14])[CH3:13].[OH-].[Na+].Cl>O>[OH:23][C:17]1[C:16]([C:12]([CH3:15])([CH3:14])[CH3:13])=[CH:21][C:20]([CH3:22])=[CH:19][C:18]=1[CH2:10][C:7]1[CH:6]=[C:5]([CH3:11])[CH:4]=[C:3]([CH3:2])[C:8]=1[OH:9] |f:2.3|. Reported procedure: In a 300 ml eggplant-type flask equipped with a Dimroth condenser, 10.4 g (0.068 mol) of intermediate 6-(hydroxymethyl)-2,4-dimethylphenol and 11.6 g (0.071 mol) of 2-t-butyl-4-methylphenol were suspended in 50 ml of water. To this suspension, an aqueous solution having 10.3 g (0.26 mol) of sodium hydroxide dissolved in 50 ml of water, was added, and the mixture was stirred by a magnetic stirrer. This mixture was heated to 100° C. and stirred at that temperature for 12 hours. The reaction mixtur...